The task is: describe an organic reaction: reactants, conditions, products, and yield. This data is from the Open Reaction Database (ORD), a public repository of structured organic reaction records. Reactants: CCO, CC1(NC(=O)C(F)(F)F)CN(c2c(F)cc3c(=O)c(C(=O)O)cn(-c4ccc(F)cc4F)c3c2F)C1, [Na+], [OH-], O. Yields the product CC1(N)CN(c2c(F)cc3c(=O)c(C(=O)O)cn(-c4ccc(F)cc4F)c3c2F)C1. As a reaction SMILES: [CH3:39][CH2:40][OH:41].[F:1][c:2]1[c:3](-[n:9]2[cH:10][c:11]([C:34](=[O:35])[OH:36])[c:12](=[O:33])[c:13]3[cH:14][c:15]([F:32])[c:16]([N:20]4[CH2:21][C:22]([NH:24][C:25](=[O:26])[C:27]([F:28])([F:29])[F:30])([CH3:31])[CH2:23]4)[c:17]([F:19])[c:18]23)[cH:4][cH:5][c:6]([F:8])[cH:7]1.[Na+:38].[OH-:37].[OH2:42]>>[F:1][c:2]1[c:3](-[n:9]2[cH:10][c:11]([C:34](=[O:35])[OH:36])[c:12](=[O:33])[c:13]3[cH:14][c:15]([F:32])[c:16]([N:20]4[CH2:21][C:22]([NH2:24])([CH3:31])[CH2:23]4)[c:17]([F:19])[c:18]23)[cH:4][cH:5][c:6]([F:8])[cH:7]1. The reactants are C1CCOC1, COC(=O)C(NS(=O)(=O)c1ccc(-c2ccc(NC(=O)c3oc4cccc(-c5ccccc5)c4c3C)cc2)cc1)C(C)C, [Li+], [OH-]. The product is Cc1c(C(=O)Nc2ccc(-c3ccc(S(=O)(=O)NC(C(=O)O)C(C)C)cc3)cc2)oc2cccc(-c3ccccc3)c12. Reaction SMILES: [CH2:46]1[O:47][CH2:48][CH2:49][CH2:50]1.[CH3:1][O:2][C:3]([CH:4]([CH:5]([CH3:6])[CH3:7])[NH:8][S:9](=[O:10])(=[O:11])[c:12]1[cH:13][cH:14][c:15](-[c:18]2[cH:19][cH:20][c:21]([NH:24][C:25](=[O:26])[c:27]3[o:28][c:29]4[c:30]([c:31]3[CH3:32])[c:33](-[c:37]3[cH:38][cH:39][cH:40][cH:41][cH:42]3)[cH:34][cH:35][cH:36]4)[cH:22][cH:23]2)[cH:16][cH:17]1)=[O:43].[Li+:45].[OH-:44]>>[O:2]=[C:3]([CH:4]([CH:5]([CH3:6])[CH3:7])[NH:8][S:9](=[O:10])(=[O:11])[c:12]1[cH:13][cH:14][c:15](-[c:18]2[cH:19][cH:20][c:21]([NH:24][C:25](=[O:26])[c:27]3[o:28][c:29]4[c:30]([c:31]3[CH3:32])[c:33](-[c:37]3[cH:38][cH:39][cH:40][cH:41][cH:42]3)[cH:34][cH:35][cH:36]4)[cH:22][cH:23]2)[cH:16][cH:17]1)[OH:43].